From a dataset of the Open Reaction Database (ORD), a public repository of structured organic reaction records. describe an organic reaction: reactants, conditions, products, and yield The reactants are COC1=CC=C2CC(C(C2=C1)=O)C1=CC=CC=C1 (6-methoxy-2-phenyl-1-indanone), C[Si](N[Si](C)(C)C)(C)C (1,1,1,3,3,3-hexamethyldisilazane), C(C)#N (acetonitrile), CCCCCC.C(CCC)[Li] (normal butyl lithium hexane). The solvent is O1CCCC1 (tetrahydrofuran), O (water), O1CCCC1 (tetrahydrofuran). Reaction conditions: time 10 minute. Product: COC1=CC=C2CC(/C(/C2=C1)=C\C#N)C1=CC=CC=C1 ((E)-(6-methoxy-2-phenylindan-1-ylidene)acetonitrile). Isolated yield 15.9%. Reaction SMILES: C[Si](C)(C)N[Si](C)(C)C.CCCCCC.C([Li])CCC.[C:21](#[N:23])[CH3:22].[CH3:24][O:25][C:26]1[CH:34]=[C:33]2[C:29]([CH2:30][CH:31]([C:36]3[CH:41]=[CH:40][CH:39]=[CH:38][CH:37]=3)[C:32]2=O)=[CH:28][CH:27]=1>O1CCCC1.O>[CH3:24][O:25][C:26]1[CH:34]=[C:33]2[C:29]([CH2:30][CH:31]([C:36]3[CH:41]=[CH:40][CH:39]=[CH:38][CH:37]=3)/[C:32]/2=[CH:22]\[C:21]#[N:23])=[CH:28][CH:27]=1 |f:1.2|. Procedure: To a solution of 1,1,1,3,3,3-hexamethyldisilazane (2.19 g, 13.6 mmol.) in tetrahydrofuran (80 ml) was gradually added dropwise, under argon atmosphere at -78° C., a normal butyl lithium hexane solution (1.56 M, 8.72 ml, 13.6 mmol.). The mixture was stirred for 10 minutes, to which was then added dropwise acetonitrile (0.65 ml, 12.4 mmol.). The mixture was stirred for further 20 minutes, to which was added dropwise a solution of 6-methoxy-2-phenyl-1-indanone (2.70 g, 11.3 mmol.) in tetrahydrofura... Starting materials: CC(C)(C)OC(=O)NCC(=O)O, CC(C)N=C=NC(C)C, COc1cc(-n2ncc3cc(-c4ccc(Cl)cc4)sc3c2=O)ccc1OCC(C)(C)O, ClCCl. The product is COc1cc(-n2ncc3cc(-c4ccc(Cl)cc4)sc3c2=O)ccc1OCC(C)(C)OC(=O)CNC(=O)OC(C)(C)C. As a reaction SMILES: [C:32](=[O:33])([O:34][C:35]([CH3:36])([CH3:37])[CH3:38])[NH:39][CH2:40][C:41](=[O:42])[OH:43].[CH:44]([N:45]=[C:46]=[N:47][CH:48]([CH3:49])[CH3:50])([CH3:51])[CH3:52].[Cl:1][c:2]1[cH:3][cH:4][c:5](-[c:8]2[cH:9][c:10]3[c:11]([c:12](=[O:30])[n:13](-[c:16]4[cH:17][c:18]([O:28][CH3:29])[c:19]([O:22][CH2:23][C:24]([CH3:25])([CH3:26])[OH:27])[cH:20][cH:21]4)[n:14][cH:15]3)[s:31]2)[cH:6][cH:7]1.[Cl:53][CH2:54][Cl:55]>>[Cl:1][c:2]1[cH:3][cH:4][c:5](-[c:8]2[cH:9][c:10]3[c:11]([c:12](=[O:30])[n:13](-[c:16]4[cH:17][c:18]([O:28][CH3:29])[c:19]([O:22][CH2:23][C:24]([CH3:25])([CH3:26])[O:27][C:41]([CH2:40][NH:39][C:32](=[O:33])[O:34][C:35]([CH3:36])([CH3:37])[CH3:38])=[O:42])[cH:20][cH:21]4)[n:14][cH:15]3)[s:31]2)[cH:6][cH:7]1. The reactants are CI (methyl iodide), [H-].[Na+] (sodium hydride), C(CCC)C1=NC2=CC=C(C=C2C(N1CC1=CC=C(C=C1)C1=C(C=CC=C1)C1=NN=NN1C(C1=CC=CC=C1)(C1=CC=CC=C1)C1=CC=CC=C1)=O)C(CC)O (2-butyl-6-(1-hydroxypropyl)-3-[[2'-[1-(triphenylmethyl)-1H-tetrazol-5-yl][1,1'-biphenyl]-4-yl]methyl]4(3H)-quinazolinone). The solvent is C1CCOC1 (THF). Run at time 16 hour. The product is C(CCC)C1=NC2=CC=C(C=C2C(N1CC1=CC=C(C=C1)C1=C(C=CC=C1)C1=NN=NN1C(C1=CC=CC=C1)(C1=CC=CC=C1)C1=CC=CC=C1)=O)C(CC)OC (2-Butyl-6-(1-methoxypropyl)-3-[[2'-[1-(triphenylmethyl)-1H-tetrazol-5-yl][1,1'-biphenyl]-4-yl]methyl]-4(3H)-quinazolinone). As a reaction SMILES: [CH3:1]I.[H-].[Na+].[CH2:5]([C:9]1[N:18]([CH2:19][C:20]2[CH:25]=[CH:24][C:23]([C:26]3[CH:31]=[CH:30][CH:29]=[CH:28][C:27]=3[C:32]3[N:36]([C:37]([C:50]4[CH:55]=[CH:54][CH:53]=[CH:52][CH:51]=4)([C:44]4[CH:49]=[CH:48][CH:47]=[CH:46][CH:45]=4)[C:38]4[CH:43]=[CH:42][CH:41]=[CH:40][CH:39]=4)[N:35]=[N:34][N:33]=3)=[CH:22][CH:21]=2)[C:17](=[O:56])[C:16]2[C:11](=[CH:12][CH:13]=[C:14]([CH:57]([OH:60])[CH2:58][CH3:59])[CH:15]=2)[N:10]=1)[CH2:6][CH2:7][CH3:8]>C1COCC1>[CH2:5]([C:9]1[N:18]([CH2:19][C:20]2[CH:21]=[CH:22][C:23]([C:26]3[CH:31]=[CH:30][CH:29]=[CH:28][C:27]=3[C:32]3[N:36]([C:37]([C:44]4[CH:45]=[CH:46][CH:47]=[CH:48][CH:49]=4)([C:38]4[CH:43]=[CH:42][CH:41]=[CH:40][CH:39]=4)[C:50]4[CH:55]=[CH:54][CH:53]=[CH:52][CH:51]=4)[N:35]=[N:34][N:33]=3)=[CH:24][CH:25]=2)[C:17](=[O:56])[C:16]2[C:11](=[CH:12][CH:13]=[C:14]([CH:57]([O:60][CH3:1])[CH2:58][CH3:59])[CH:15]=2)[N:10]=1)[CH2:6][CH2:7][CH3:8] |f:1.2|. Reported procedure: To a solution of 0.556 ml of methyl iodide in 5.0 ml of THF is added 0.071 g of 60% sodium hydride followed by 0.657 g of 2-butyl-6-(1-hydroxypropyl)-3-[[2'-[1-(triphenylmethyl)-1H-tetrazol-5-yl][1,1'-biphenyl]-4-yl]methyl]4(3H)-quinazolinone. The reaction is stirred for 16 hours at room temperature, then quenched with saturated NH4Cl solution and extracted with ether. The organics are dried over MgSO4, filtered and concentrated in vacuo. The residue is purified by flash chromatography on silica... The reactants are c1ccc(COc2cc3cnn(C4CCCCO4)c3cc2NC2CCOCC2)cc1, C1CCOC1, CC(=O)Cl, CCOC(C)=O, [K+], [K+], O=C([O-])[O-], O. The product is CC(=O)N(c1cc2c(cnn2C2CCCCO2)cc1OCc1ccccc1)C1CCOCC1. RXN SMILES: [CH2:1]([c:2]1[cH:3][cH:4][cH:5][cH:6][cH:7]1)[O:8][c:9]1[cH:10][c:11]2[cH:12][n:13][n:14]([CH:25]3[O:26][CH2:27][CH2:28][CH2:29][CH2:30]3)[c:15]2[cH:16][c:17]1[NH:18][CH:19]1[CH2:20][CH2:21][O:22][CH2:23][CH2:24]1.[CH2:42]1[O:43][CH2:44][CH2:45][CH2:46]1.[CH3:31][C:32]([Cl:33])=[O:34].[CH3:47][CH2:48][O:49][C:50]([CH3:51])=[O:52].[K+:35].[K+:36].[O-:37][C:38]([O-:39])=[O:40].[OH2:41]>>[CH2:1]([c:2]1[cH:3][cH:4][cH:5][cH:6][cH:7]1)[O:8][c:9]1[cH:10][c:11]2[cH:12][n:13][n:14]([CH:25]3[O:26][CH2:27][CH2:28][CH2:29][CH2:30]3)[c:15]2[cH:16][c:17]1[N:18]([CH:19]1[CH2:20][CH2:21][O:22][CH2:23][CH2:24]1)[C:32]([CH3:31])=[O:34]. The reactants are CC(C)(C)OC(=O)NCC1CC=CCC1, ClCCl, O=C(OO)c1cccc(Cl)c1. Product: CC(C)(C)OC(=O)NCC1CCC2OC2C1. RXN SMILES: [C:1]([CH3:2])([CH3:3])([CH3:4])[O:5][C:6]([NH:7][CH2:8][CH:9]1[CH2:10][CH:11]=[CH:12][CH2:13][CH2:14]1)=[O:15].[Cl:27][CH2:28][Cl:29].[OH:16][O:17][C:18]([c:19]1[cH:20][c:21]([Cl:22])[cH:23][cH:24][cH:25]1)=[O:26]>>[C:1]([CH3:2])([CH3:3])([CH3:4])[O:5][C:6]([NH:7][CH2:8][CH:9]1[CH2:10][CH:11]2[CH:12]([CH2:13][CH2:14]1)[O:16]2)=[O:15]. Starting materials: solution, [Li]CCCC (n-BuLi), C(C)(C)NC(C)C (diisopropylamine), C(C1=CC=CC=C1)OC[C@H]1[C@@H](CCC(C1)(F)F)C=O ((1R,2R)-2-[(benzyloxy)methyl]-4,4-difluorocyclohexanecarbaldehyde), [NH4+].[Cl-] (NH4Cl), CSC1=CC=C(C=C1)CC(=O)OCC (ethyl [4-(methylthio)phenyl]acetate). Solvent: hexanes, C1CCOC1 (THF), C1CCOC1 (THF), C1CCOC1 (THF). Conditions: temperature -78 celsius, time 10 minute. The product is C(C1=CC=CC=C1)OCC1C(CCC(C1)(F)F)C(C(C(=O)OCC)C1=CC=C(C=C1)SC)O (ethyl 3-{2-[(benzyloxy)methyl]-4,4-difluorocyclohexyl}-3-hydroxy-2-[4-(methylthio)phenyl]propanoate). As a reaction SMILES: [Li]CCCC.C(NC(C)C)(C)C.[CH3:13][S:14][C:15]1[CH:20]=[CH:19][C:18]([CH2:21][C:22]([O:24][CH2:25][CH3:26])=[O:23])=[CH:17][CH:16]=1.[CH2:27]([O:34][CH2:35][C@@H:36]1[CH2:41][C:40]([F:43])([F:42])[CH2:39][CH2:38][C@H:37]1[CH:44]=[O:45])[C:28]1[CH:33]=[CH:32][CH:31]=[CH:30][CH:29]=1.[NH4+].[Cl-]>C1COCC1>[CH2:27]([O:34][CH2:35][CH:36]1[CH2:41][C:40]([F:43])([F:42])[CH2:39][CH2:38][CH:37]1[CH:44]([OH:45])[CH:21]([C:18]1[CH:17]=[CH:16][C:15]([S:14][CH3:13])=[CH:20][CH:19]=1)[C:22]([O:24][CH2:25][CH3:26])=[O:23])[C:28]1[CH:29]=[CH:30][CH:31]=[CH:32][CH:33]=1 |f:4.5|. Reported procedure: A 2.1 M solution of n-BuLi (11 mL, 23 mmol) in hexanes was added slowly to a 0° C. solution of diisopropylamine (4.0 mL, 28 mmol) in THF (10 mL). Stirring was continued at this temperature for an additional 10 min prior to cooling to −78° C. A solution of ethyl [4-(methylthio)phenyl]acetate (4.64 g, 18.9 mmol) in THF (15 mL) was then introduced and the mixture was stirred at −78° C. for 10 min, −40° C. for 10 min and finally at 0° C. for 5 min. The solution was recooled to −78° C. and a solution... The reactants are Alkene, C(Cl)Cl.CO (DCM MeOH), [N+](=O)([O-])C1=CC=C(C=O)C=C1 (4-nitrobenzaldehyde), [H-].[Na+] (sodium hydride), P(OCC1=CC=C(C=C1)C=1N=C2N(C=C(C=C2)C)C1)([O-])=O (4-(6-methylimidazo[1,2-a]pyridin-2-yl)benzyl phosphonate). The solvent is C1CCOC1 (THF). The product is CC=1C=CC=2N(C1)C=C(N2)C2=CC=C(C=C2)\C=C\C2=CC=C(C=C2)[N+](=O)[O-] (6-Methyl-2-{4-[(E)-2-(4-nitrophenyl)ethenyl]phenyl}imidazo[1,2-a]pyridine). The yield is 24.2%. RXN SMILES: [H-].[Na+].P(=O)([O-])O[CH2:5][C:6]1[CH:11]=[CH:10][C:9]([C:12]2[N:13]=[C:14]3[CH:19]=[CH:18][C:17]([CH3:20])=[CH:16][N:15]3[CH:21]=2)=[CH:8][CH:7]=1.[N+:24]([C:27]1[CH:34]=[CH:33][C:30]([CH:31]=O)=[CH:29][CH:28]=1)([O-:26])=[O:25].C(Cl)Cl.CO>C1COCC1>[CH3:20][C:17]1[CH:18]=[CH:19][C:14]2[N:15]([CH:21]=[C:12]([C:9]3[CH:10]=[CH:11][C:6](/[CH:5]=[CH:31]/[C:30]4[CH:33]=[CH:34][C:27]([N+:24]([O-:26])=[O:25])=[CH:28][CH:29]=4)=[CH:7][CH:8]=3)[N:13]=2)[CH:16]=1 |f:0.1,4.5|. Reported procedure: Prepared as described in the Alkene Formation section using sodium hydride (60% dispersion in mineral oil, 7 mg, 0.307 mmol), diethyl[4-(6-methylimidazo[1,2-a]pyridin-2-yl)benzyl phosphonate (100 mg, 0.279 mmol) and 4-nitrobenzaldehyde (42 mg, 0.279 mmol) in THF (5 ml) to give the title compound (24 mg, 24%) as a yellow solid after work-up and flash chromatography (100:1 DCM/MeOH). Starting materials: C(C)N1S(CC(C=C1C)=O)(=O)=O (2-ethyl-3-methyl-1,2-thiazin-5(6H)-one 1,1-dioxide), N (ammonia). Run in CO (methanol). The product is C(C)NS(=O)(=O)CC(C=C(C)N)=O (N-ethyl-4-amino-2-oxo-3-pentenesulfonamide). Reaction SMILES: [CH2:1]([N:3]1[C:8]([CH3:9])=[CH:7][C:6](=[O:10])[CH2:5][S:4]1(=[O:12])=[O:11])[CH3:2].[NH3:13]>CO>[CH2:1]([NH:3][S:4]([CH2:5][C:6](=[O:10])[CH:7]=[C:8]([NH2:13])[CH3:9])(=[O:12])=[O:11])[CH3:2]. Reported procedure: A suspension of 13 g of 2-ethyl-3-methyl-1,2-thiazin-5(6H)-one 1,1-dioxide in 130 ml of methanol was reacted with ammonia in accordance with the procedure described in Example 1. The dark yellow solution obtained was concentrated to dryness under reduced pressure and the crystalline residue was recrystallized from ethanol. There were obtained 12.2 g of N-ethyl-4-amino-2-oxo-3-pentenesulfonamide in the form of colorless crystals, m.p. 112°-114°. Starting materials: COc1ccc(-c2cccnc2)cc1CNC1CCC(NC(=O)OC(C)(C)C)CC1, ClCCl, CCN(C(C)C)C(C)C, O=C(Cl)c1sc2cccc(F)c2c1Cl. Yields the product COc1ccc(-c2cccnc2)cc1CN(C(=O)c1sc2cccc(F)c2c1Cl)C1CCC(NC(=O)OC(C)(C)C)CC1. RXN SMILES: [C:1]([CH3:2])([CH3:3])([CH3:4])[O:5][C:6]([NH:7][CH:8]1[CH2:9][CH2:10][CH:11]([NH:14][CH2:15][c:16]2[c:17]([O:28][CH3:29])[cH:18][cH:19][c:20](-[c:22]3[cH:23][n:24][cH:25][cH:26][cH:27]3)[cH:21]2)[CH2:12][CH2:13]1)=[O:30].[CH2:54]([Cl:55])[Cl:56].[CH:31]([N:32]([CH2:33][CH3:34])[CH:35]([CH3:36])[CH3:37])([CH3:38])[CH3:39].[Cl:40][c:41]1[c:42]2[c:43]([s:44][c:45]1[C:46](=[O:47])[Cl:48])[cH:49][cH:50][cH:51][c:52]2[F:53]>>[C:1]([CH3:2])([CH3:3])([CH3:4])[O:5][C:6]([NH:7][CH:8]1[CH2:9][CH2:10][CH:11]([N:14]([CH2:15][c:16]2[c:17]([O:28][CH3:29])[cH:18][cH:19][c:20](-[c:22]3[cH:23][n:24][cH:25][cH:26][cH:27]3)[cH:21]2)[C:46]([c:45]2[c:41]([Cl:40])[c:42]3[c:43]([s:44]2)[cH:49][cH:50][cH:51][c:52]3[F:53])=[O:47])[CH2:12][CH2:13]1)=[O:30]. Starting materials: CCN1CCNCC1, NS(N)(=O)=O, C1COCCO1. Product: CCN1CCN(S(N)(=O)=O)CC1. RXN SMILES: [CH2:1]([CH3:2])[N:3]1[CH2:4][CH2:5][NH:6][CH2:7][CH2:8]1.[NH2:9][S:10]([NH2:11])(=[O:12])=[O:13].[O:14]1[CH2:15][CH2:16][O:17][CH2:18][CH2:19]1>>[CH2:1]([CH3:2])[N:3]1[CH2:4][CH2:5][N:6]([S:10]([NH2:9])(=[O:12])=[O:13])[CH2:7][CH2:8]1.